This data is from the Open Reaction Database (ORD), a public repository of structured organic reaction records. The task is: describe an organic reaction: reactants, conditions, products, and yield The reactants are COC(C)(C)C, CCCCCCC, CCN(C(C)C)C(C)C, O=C(Cl)C(=O)Cl, O=C(O)Cc1ccc(F)cc1, CN(C)C=O, CCOC(=O)C(C)=P(c1ccccc1)(c1ccccc1)c1ccccc1. Yields the product CCOC(=O)C(C)=C=Cc1ccc(F)cc1. Reaction SMILES: [CH3:53][O:54][C:55]([CH3:56])([CH3:57])[CH3:58].[CH3:64][CH2:65][CH2:66][CH2:67][CH2:68][CH2:69][CH3:70].[CH:18]([N:19]([CH2:20][CH3:21])[CH:22]([CH3:23])[CH3:24])([CH3:25])[CH3:26].[Cl:12][C:13]([C:14]([Cl:15])=[O:16])=[O:17].[F:1][c:2]1[cH:3][cH:4][c:5]([CH2:8][C:9]([OH:10])=[O:11])[cH:6][cH:7]1.[O:59]=[CH:60][N:61]([CH3:62])[CH3:63].[c:27]1([P:28]([c:29]2[cH:30][cH:31][cH:32][cH:33][cH:41]2)(=[C:34]([C:35](=[O:36])[O:37][CH2:38][CH3:39])[CH3:40])[c:42]2[cH:43][cH:44][cH:45][cH:46][cH:47]2)[cH:48][cH:49][cH:50][cH:51][cH:52]1>>[F:1][c:2]1[cH:3][cH:4][c:5]([CH:8]=[C:9]=[C:34]([C:35](=[O:36])[O:37][CH2:38][CH3:39])[CH3:40])[cH:6][cH:7]1. Reactants: C(C)(C)N1CCC(CC1)OC1=CC=2C=C3N(C2C=C1)CCNC3=O (8-(1-Isopropyl-piperidin-4-yloxy)-3,4-dihydro-2H-pyrazino[1,2-a]indol-1-one), [H-].[Na+] (sodium hydride), C(C1=CC=CC=C1)Br (benzyl bromide). Yields the product C(C1=CC=CC=C1)N1C(C=2N(C=3C=CC(=CC3C2)OC2CCN(CC2)C(C)C)CC1)=O (2-Benzyl-8-(1-isopropyl-piperidin-4-yloxy)-3,4-dihydro-2H-pyrazino[1,2-a]indol-1-one). The yield is 66.0%. Reaction SMILES: [CH:1]([N:4]1[CH2:9][CH2:8][CH:7]([O:10][C:11]2[CH:19]=[CH:18][C:17]3[N:16]4[CH2:20][CH2:21][NH:22][C:23](=[O:24])[C:15]4=[CH:14][C:13]=3[CH:12]=2)[CH2:6][CH2:5]1)([CH3:3])[CH3:2].[H-].[Na+].[CH2:27](Br)[C:28]1[CH:33]=[CH:32][CH:31]=[CH:30][CH:29]=1>>[CH2:27]([N:22]1[CH2:21][CH2:20][N:16]2[C:17]3[CH:18]=[CH:19][C:11]([O:10][CH:7]4[CH2:8][CH2:9][N:4]([CH:1]([CH3:3])[CH3:2])[CH2:5][CH2:6]4)=[CH:12][C:13]=3[CH:14]=[C:15]2[C:23]1=[O:24])[C:28]1[CH:33]=[CH:32][CH:31]=[CH:30][CH:29]=1 |f:1.2|. Procedure: The title compound was synthesized in analogy to example 17, from 8-(1-isopropyl-piperidin-4-yloxy)-3,4-dihydro-2H-pyrazino[1,2-a]indol-1-one (example 1), sodium hydride and benzyl bromide, to give the desired product as a white solid (66%). The reactants are C(C)(C)(C)OC(N[C@@H]1CNCCC1)=O ((S)-Piperidin-3-yl-carbamic acid tert-butyl ester), BrCCCC1=CC(=CC=C1)OC (1-(3-Bromo-propyl)-3-methoxy-benzene), C([O-])([O-])=O.[K+].[K+] (potassium carbonate), [I-].[Na+] (sodium iodide). The solvent is C(C)#N (acetonitril). Yields the product [OH-].C(C)(C)(C)OC(=O)N[C@@H]1C[N+](CCC1)(CCCC1=CC(=CC=C1)OC)CCCC1=CC(=CC=C1)OC ((S)-3-tert-Butoxycarbonylamino-1,1-bis-[3-(3-methoxy-phenyl)-propyl]-piperidinium hydroxide). As a reaction SMILES: [C:1]([O:5][C:6](=[O:14])[NH:7][C@H:8]1[CH2:13][CH2:12][CH2:11][NH:10][CH2:9]1)([CH3:4])([CH3:3])[CH3:2].Br[CH2:16][CH2:17][CH2:18][C:19]1[CH:24]=[CH:23][CH:22]=[C:21]([O:25][CH3:26])[CH:20]=1.[C:27](=[O:30])([O-])[O-].[K+].[K+].[I-].[Na+]>C(#N)C>[OH-:5].[C:1]([O:5][C:6]([NH:7][C@H:8]1[CH2:13][CH2:12][CH2:11][N+:10]([CH2:16][CH2:17][CH2:18][C:19]2[CH:24]=[CH:23][CH:22]=[C:21]([O:30][CH3:27])[CH:20]=2)([CH2:16][CH2:17][CH2:18][C:19]2[CH:24]=[CH:23][CH:22]=[C:21]([O:25][CH3:26])[CH:20]=2)[CH2:9]1)=[O:14])([CH3:4])([CH3:2])[CH3:3] |f:2.3.4,5.6,8.9|. Reported procedure: (S)-Piperidin-3-yl-carbamic acid tert-butyl ester (2.72 g, 13.6 mmol) and 1-(3-Bromo-propyl)-3-methoxy-benzene (6.6 g, 28.8 mmol), potassium carbonate (2.5 g, 18 mmol) and sodium iodide (4 g, 26.7 mmol) are dissolved in acetonitril (40 ml) and stirred at reflux for 1 day and the solvent is removed under vacuo. The residue is taken up in dichloromethane, filtered through a pad of silica, washed with a mixture of dichloromethane: methanol:conc.ammonia=4:1:0.1 and the filtrate is evaporated. LC (me... The reactants are BrC1=CC=CC2=CC=C(C=C12)C (1-bromo-7-methylnaphthalene), C1CC(=O)N(C1=O)Br (NBS). Reagents/catalysts: CC(C)(C#N)N=NC(C)(C)C#N (AIBN). Solvent: C(Cl)(Cl)(Cl)Cl (CCl4), C(Cl)(Cl)(Cl)Cl (CCl4). Reaction conditions: time 1 minute. Yields the product BrC=1C=CC=C2C=CC(=CC12)CBr (8-Bromo-2-bromomethylnaphthalene). Yield: 100.0%. Reaction SMILES: C1C(=O)N([Br:8])C(=O)C1.[Br:9][C:10]1[C:19]2[C:14](=[CH:15][CH:16]=[C:17]([CH3:20])[CH:18]=2)[CH:13]=[CH:12][CH:11]=1>C(Cl)(Cl)(Cl)Cl.CC(N=NC(C#N)(C)C)(C#N)C>[Br:9][C:10]1[CH:11]=[CH:12][CH:13]=[C:14]2[C:19]=1[CH:18]=[C:17]([CH2:20][Br:8])[CH:16]=[CH:15]2. Procedure: To boiling CCl4 (250 mL) was added NBS (20.4 g, 0.114 mol) and AIBN (1.4 g, 0.009 mol). After 1 minute, a solution of 1-bromo-7-methylnaphthalene (24.1 g, 0.109 mol) in CCl4 (15 mL) was added all at once. Within 1 minute, the reaction became quite exothermic and the heating mantle was removed for several minutes. Heating was resumed for 30 minutes. The mixture was cooled, filtered, and the filtrate was concentrated to give an off-white solid (32.7 g). The product was combined with similarly prep...